Dataset: the Open Reaction Database (ORD), a public repository of structured organic reaction records. Task: describe an organic reaction: reactants, conditions, products, and yield Starting materials: Cl (HCl), CC1=NC(=NO1)C1=CC=C(C=C1)C(=O)N1CCNCC1 ([4-(5-methyl-[1,2,4]oxadiazol-3-yl)phenyl]piperazin-1-ylmethanone), ClC=1C=C2C=CC(=CC2=CC1)S(=O)(=O)Cl (6-chloronaphthalene-2-sulphonyl chloride). The reagents and catalysts are CN(C1=CC=NC=C1)C (4-dimethylaminopyridine). The solvent is O1CCOCC1 (dioxane), ClCCl (dichloromethane). Run at time 18 hour. The product is ClC=1C=C2C=CC(=CC2=CC1)S(=O)(=O)N1CCN(CC1)C(=O)C1=CC=C(C=C1)C1=NOC(=N1)C ([4-(6-chloronaphthalene-2-sulphonyl)piperazin-1-yl][4-(5-methyl[1,2,4]oxadiazol-3-yl)phenyl]methanone). RXN SMILES: Cl.[CH3:2][C:3]1[O:7][N:6]=[C:5]([C:8]2[CH:13]=[CH:12][C:11]([C:14]([N:16]3[CH2:21][CH2:20][NH:19][CH2:18][CH2:17]3)=[O:15])=[CH:10][CH:9]=2)[N:4]=1.[Cl:22][C:23]1[CH:24]=[C:25]2[C:30](=[CH:31][CH:32]=1)[CH:29]=[C:28]([S:33](Cl)(=[O:35])=[O:34])[CH:27]=[CH:26]2>O1CCOCC1.ClCCl.CN(C)C1C=CN=CC=1>[Cl:22][C:23]1[CH:24]=[C:25]2[C:30](=[CH:31][CH:32]=1)[CH:29]=[C:28]([S:33]([N:19]1[CH2:20][CH2:21][N:16]([C:14]([C:11]3[CH:12]=[CH:13][C:8]([C:5]4[N:4]=[C:3]([CH3:2])[O:7][N:6]=4)=[CH:9][CH:10]=3)=[O:15])[CH2:17][CH2:18]1)(=[O:35])=[O:34])[CH:27]=[CH:26]2. Procedure: The BOC group is cleaved off using 4N HCl in dioxane. A solution of 100 mg of the resulting [4-(5-methyl-[1,2,4]oxadiazol-3-yl)phenyl]piperazin-1-ylmethanone (“A”) and 120 mg of 6-chloronaphthalene-2-sulphonyl chloride in 5 ml of dichloromethane is admixed with 400 mg of 4-dimethylaminopyridine on polystyrene, and the mixture is stirred at room temperature For 18 hours. Filtration and removal of the solvent gives [4-(6-chloronaphthalene-2-sulphonyl)piperazin-1-yl][4-(5-methyl[1,2,4]oxadiazol-3-y... Reactants: COC=1C(=C(N=NC1)C1=CC=NN1C1=CC=CC=C1)O (5-methoxy-3-(1-phenyl-1H-pyrazol-5-yl)pyridazin-4-ol), C1(=CC=CC=C1)S(=O)(=O)Cl (benzenesulfonylchloride). Solvent: N1=CC=CC=C1 (pyridine), C(C)(=O)OCC (ethyl acetate). Product: COC=1C(C(=NN(C1)S(=O)(=O)C1=CC=CC=C1)C1=CC=NN1C1=CC=CC=C1)=O (5-methoxy-3-(1-phenyl-1H-pyrazol-5-yl)-1-(phenylsulfonyl)pyridazin-4(1H)-one). Yield: 78.8%. Reaction SMILES: [CH3:1][O:2][C:3]1[C:4]([OH:20])=[C:5]([C:9]2[N:13]([C:14]3[CH:19]=[CH:18][CH:17]=[CH:16][CH:15]=3)[N:12]=[CH:11][CH:10]=2)[N:6]=[N:7][CH:8]=1.[C:21]1([S:27](Cl)(=[O:29])=[O:28])[CH:26]=[CH:25][CH:24]=[CH:23][CH:22]=1>N1C=CC=CC=1.C(OCC)(=O)C>[CH3:1][O:2][C:3]1[C:4](=[O:20])[C:5]([C:9]2[N:13]([C:14]3[CH:19]=[CH:18][CH:17]=[CH:16][CH:15]=3)[N:12]=[CH:11][CH:10]=2)=[N:6][N:7]([S:27]([C:21]2[CH:26]=[CH:25][CH:24]=[CH:23][CH:22]=2)(=[O:29])=[O:28])[CH:8]=1. Procedure details: A solution of 5-methoxy-3-(1-phenyl-1H-pyrazol-5-yl)pyridazin-4-ol (100 mg) and benzenesulfonylchloride (79 mg) in pyridine (4.00 mL) was stirred at room temperature overnight. The reaction mixture was diluted with ethyl acetate, washed with water, dried over anhydrous sodium sulfate, filtered and concentrated. The resulting solid was washed with ethyl acetate and diethyl ether, and dried to give the title compound (120 mg). Reactants: C(C1=CC=CC=C1)OC=1C=C(C=2OC3=CC=CC=C3C(C2OC(=O)CCCCC(=O)OCC2=CC=CC=C2)=O)C=CC1OCC1=CC=CC=C1 (3′,4′-dibenzyloxy-3-(benzyloxycarbonylbutylcarbonyloxy)flavone), C1CCOC1 (THF). Reagents/catalysts: [OH-].[OH-].[Pd+2] (Pd(OH)2). Run in CCO (EtOH). The product is OC=1C=C(C=2OC3=CC=CC=C3C(C2)=O)C=CC1O (3′,4′-Dihydroxyflavone). The yield is 87.1%. RXN SMILES: C([O:8][C:9]1[CH:10]=[C:11]([CH:40]=[CH:41][C:42]=1[O:43]CC1C=CC=CC=1)[C:12]1[O:13][C:14]2[C:19]([C:20](=[O:39])[C:21]=1OC(CCCCC(OCC1C=CC=CC=1)=O)=O)=[CH:18][CH:17]=[CH:16][CH:15]=2)C1C=CC=CC=1.C1COCC1>[OH-].[OH-].[Pd+2].CCO>[OH:8][C:9]1[CH:10]=[C:11]([CH:40]=[CH:41][C:42]=1[OH:43])[C:12]1[O:13][C:14]2[C:19]([C:20](=[O:39])[CH:21]=1)=[CH:18][CH:17]=[CH:16][CH:15]=2 |f:2.3.4|. Reported procedure: A mixture of 3′,4′-dibenzyloxy-3-(benzyloxycarbonylbutylcarbonyloxy)flavone (2.12 g, 3.16 mmol) and Pd(OH)2 (107 mg) in 9:1 THF:EtOH containing 0.05% acetic acid (50.0 mL) was treated with H2 under high pressure for 5 h. The reaction mixture was filtered (Celite) and concentrated to give a dark green solid. The green residue was purified by flash chromatography (30-90% THF/toluene+1% acetic acid) followed by crystallization from THF/petroleum spirits to yield the pure hemiadipate as a pale brown... Starting materials: CC12CNc3ccc(Br)c(c31)NC(=O)C2, O=C([O-])[O-], C1CCOC1, C1COCCO1, CB1OB(C)OB(C)O1, [K+], [K+], O, c1ccc(P(c2ccccc2)(c2ccccc2)[Pd](P(c2ccccc2)(c2ccccc2)c2ccccc2)(P(c2ccccc2)(c2ccccc2)c2ccccc2)P(c2ccccc2)(c2ccccc2)c2ccccc2)cc1. Product: Cc1ccc2c3c1NC(=O)CC3(C)CN2. Reaction SMILES: [Br:1][c:2]1[cH:3][cH:4][c:5]2[c:6]3[c:11]1[NH:10][C:9](=[O:12])[CH2:8][C:7]3([CH3:15])[CH2:13][NH:14]2.[C:16](=[O:17])([O-:18])[O-:19].[CH2:32]1[O:33][CH2:34][CH2:35][CH2:36]1.[CH2:37]1[O:38][CH2:39][CH2:40][O:41][CH2:42]1.[CH3:22][B:23]1[O:24][B:25]([CH3:26])[O:27][B:28]([CH3:29])[O:30]1.[K+:20].[K+:21].[OH2:31].[cH:43]1[cH:44][cH:45][c:46]([P:47]([Pd:48]([P:49]([c:50]2[cH:51][cH:52][cH:53][cH:54][cH:55]2)([c:56]2[cH:57][cH:58][cH:59][cH:60][cH:61]2)[c:62]2[cH:63][cH:64][cH:65][cH:66][cH:67]2)([P:68]([c:69]2[cH:70][cH:71][cH:72][cH:73][cH:74]2)([c:75]2[cH:76][cH:77][cH:78][cH:79][cH:80]2)[c:81]2[cH:82][cH:83][cH:84][cH:85][cH:86]2)[P:87]([c:88]2[cH:89][cH:90][cH:91][cH:92][cH:93]2)([c:94]2[cH:95][cH:96][cH:97][cH:98][cH:99]2)[c:100]2[cH:101][cH:102][cH:103][cH:104][cH:105]2)([c:106]2[cH:107][cH:108][cH:109][cH:110][cH:111]2)[c:112]2[cH:113][cH:114][cH:115][cH:116][cH:117]2)[cH:118][cH:119]1>>[c:2]1([CH3:16])[cH:3][cH:4][c:5]2[c:6]3[c:11]1[NH:10][C:9](=[O:12])[CH2:8][C:7]3([CH3:15])[CH2:13][NH:14]2. Reactants: NC1=C(N=NC2=C(C=CC=C12)Br)C(=O)NC1CCC1 (4-amino-8-bromo-N-cyclobutyl-cinnoline-3-carboxamide), COC1=C(C=C(C=C1)C)B(O)O (2-methoxy-5-methyl-phenyl boronic acid). Yields the product NC1=C(N=NC2=C(C=CC=C12)C1=C(C=CC(=C1)C)OC)C(=O)NC1CCC1 (4-amino-N-cyclobutyl-8-(2-methoxy-5-methyl-phenyl)cinnoline-3-carboxamide). The yield is 57.4%. RXN SMILES: [NH2:1][C:2]1[C:11]2[C:6](=[C:7](Br)[CH:8]=[CH:9][CH:10]=2)[N:5]=[N:4][C:3]=1[C:13]([NH:15][CH:16]1[CH2:19][CH2:18][CH2:17]1)=[O:14].[CH3:20][O:21][C:22]1[CH:27]=[CH:26][C:25]([CH3:28])=[CH:24][C:23]=1B(O)O>>[NH2:1][C:2]1[C:11]2[C:6](=[C:7]([C:23]3[CH:24]=[C:25]([CH3:28])[CH:26]=[CH:27][C:22]=3[O:21][CH3:20])[CH:8]=[CH:9][CH:10]=2)[N:5]=[N:4][C:3]=1[C:13]([NH:15][CH:16]1[CH2:19][CH2:18][CH2:17]1)=[O:14]. Reported procedure: Using Method A, 4-amino-8-bromo-N-cyclobutyl-cinnoline-3-carboxamide (145 mg) and 2-methoxy-5-methyl-phenyl boronic acid (186 mg) were reacted to afford the title compound (94 mg) as white solid. 1H NMR (500 MHz, DMSO-d6) δ 9.20 (d, 1H), 8.38 (d, 1H), 7.76-7.66 (m, 2H), 7.20 (m, 1H), 7.07 (m, 1H), 7.00 (m, 1H), 4.50 (m, 1H), 3.58 (s, 3H), 2.29 (s, 3H), 2.26-2.10(m, 4H), 1.72-1.62 (m, 2H). MS APCI, m/z=363 (M+H).